This data is from the Open Reaction Database (ORD), a public repository of structured organic reaction records. The task is: describe an organic reaction: reactants, conditions, products, and yield The reactants are Cl.C1NCC12OCC(C2)O (5-oxa-2-azaspiro[3.4]octan-7-ol hydrochloride), CN(C)C(=[N+](C)C)ON1C2=C(C=CC=C2)N=N1.[B-](F)(F)(F)F (TBTU), CCN(C(C)C)C(C)C (DIEA), C1(CC1)COC1=C(C=CC(=N1)C(=O)O)N1CC(C1)(F)F (6-cyclopropylmethoxy-5-(3,3-difluoro-azetidin-1-yl)-pyridine-2-carboxylic acid). The product is C1(CC1)COC1=C(C=CC(=N1)C(=O)N1CC2(C1)OCC(C2)O)N2CC(C2)(F)F ([6-Cyclopropylmethoxy-5-(3,3-difluoro-azetidin-1-yl)-pyridin-2-yl]-(7-hydroxy-5-oxa-2-aza-spiro[3.4]oct-2-yl)-methanone). RXN SMILES: [CH:1]1([CH2:4][O:5][C:6]2[N:11]=[C:10]([C:12]([OH:14])=O)[CH:9]=[CH:8][C:7]=2[N:15]2[CH2:18][C:17]([F:20])([F:19])[CH2:16]2)[CH2:3][CH2:2]1.Cl.[CH2:22]1[C:25]2([CH2:29][CH:28]([OH:30])[CH2:27][O:26]2)[CH2:24][NH:23]1.CN(C(ON1N=NC2C=CC=CC1=2)=[N+](C)C)C.[B-](F)(F)(F)F.CCN(C(C)C)C(C)C>>[CH:1]1([CH2:4][O:5][C:6]2[N:11]=[C:10]([C:12]([N:23]3[CH2:22][C:25]4([CH2:29][CH:28]([OH:30])[CH2:27][O:26]4)[CH2:24]3)=[O:14])[CH:9]=[CH:8][C:7]=2[N:15]2[CH2:18][C:17]([F:20])([F:19])[CH2:16]2)[CH2:2][CH2:3]1 |f:1.2,3.4|. Procedure: In analogy to the procedure described in Example 47 b), 6-cyclopropylmethoxy-5-(3,3-difluoro-azetidin-1-yl)-pyridine-2-carboxylic acid (Example 1 b)) was reacted with 5-oxa-2-azaspiro[3.4]octan-7-ol hydrochloride in the presence of TBTU and DIEA to obtain the title compound as yellow oil; MS (EI): m/e=396.5 [MH+].